Dataset: the Open Reaction Database (ORD), a public repository of structured organic reaction records. Task: describe an organic reaction: reactants, conditions, products, and yield Reactants: C(OC)(OC)OC (trimethyl orthoformate), C(C1=CC=CC=C1)OC1=C(C(=O)OCC2=CC=CC=C2)C=C(C=C1)C(=O)NN (benzyl 2-(benzyloxy)-5-(hydrazinocarbonyl)benzoate). Conditions: time 15 minute. The product is C(C1=CC=CC=C1)OC1=C(C(=O)OCC2=CC=CC=C2)C=C(C=C1)C=1OC=NN1 (benzyl 2-(benzyloxy)-5-(1,3,4-oxadiazol-2-yl)benzoate). As a reaction SMILES: [CH:1](OC)(OC)OC.[CH2:8]([O:15][C:16]1[CH:31]=[CH:30][C:29]([C:32]([NH:34][NH2:35])=[O:33])=[CH:28][C:17]=1[C:18]([O:20][CH2:21][C:22]1[CH:27]=[CH:26][CH:25]=[CH:24][CH:23]=1)=[O:19])[C:9]1[CH:14]=[CH:13][CH:12]=[CH:11][CH:10]=1>>[CH2:8]([O:15][C:16]1[CH:31]=[CH:30][C:29]([C:32]2[O:33][CH:1]=[N:35][N:34]=2)=[CH:28][C:17]=1[C:18]([O:20][CH2:21][C:22]1[CH:27]=[CH:26][CH:25]=[CH:24][CH:23]=1)=[O:19])[C:9]1[CH:10]=[CH:11][CH:12]=[CH:13][CH:14]=1. Procedure: A trimethyl orthoformate (2 mL) suspension of the obtained benzyl 2-(benzyloxy)-5-(hydrazinocarbonyl)benzoate (0.20 g) was heated to reflux for 1 hour and 30 minutes. The reaction mixture was cooled to room temperature, and then the solvent was evaporated under reduced pressure. Ethyl acetate and diisopropyl ether were added to the obtained residue, and 0.16 g of the solid substance was collected by filtration. The obtained solid substance (0.11 g) was stirred at 200° C. for 15 minutes. The reac... Starting materials: C(C)(=O)NC1(CCN(CC1)C(CC(CN)C1=CC(=C(C=C1)Cl)Cl)CC1=CC(=CC(=C1)C(F)(F)F)C(F)(F)F)C1=CC=CC=C1 (4-(4-acetamido-4-phenylpiperidino)-2-(3,4-dichlorophenyl)-N-[3,5-bis(trifluoromethyl)benzyl]butylamine), C(C)(=O)OC(C)=O (acetic anhydride), C(C)(C)N(CC)C(C)C (diisopropylethylamine), C(C)(=O)OC(C)=O (acetic anhydride). Reagents/catalysts: CN(C1=CC=NC=C1)C (4-dimethylaminopyridine). Run in O1CCCC1 (tetrahydrofuran), Cl (hydrochloric acid), ClCCl (dichloromethane), O (water). Reaction conditions: time 8 hour. The product is C(C)(=O)NC1(CCN(CC1)C(CC(CNC(C)=O)C1=CC(=C(C=C1)Cl)Cl)CC1=CC(=CC(=C1)C(F)(F)F)C(F)(F)F)C1=CC=CC=C1 (4-(4-Acetamido-4-phenylpiperidino)-N-acetyl-2-(3,4-dichlorophenyl)-N-[3,5-bis(trifluoromethyl)benzyl]butylamine). Reaction SMILES: [C:1]([NH:4][C:5]1([C:39]2[CH:44]=[CH:43][CH:42]=[CH:41][CH:40]=2)[CH2:10][CH2:9][N:8]([CH:11]([CH2:24][C:25]2[CH:30]=[C:29]([C:31]([F:34])([F:33])[F:32])[CH:28]=[C:27]([C:35]([F:38])([F:37])[F:36])[CH:26]=2)[CH2:12][CH:13]([C:16]2[CH:21]=[CH:20][C:19]([Cl:22])=[C:18]([Cl:23])[CH:17]=2)[CH2:14][NH2:15])[CH2:7][CH2:6]1)(=[O:3])[CH3:2].[C:45](OC(=O)C)(=[O:47])[CH3:46].C(N(C(C)C)CC)(C)C>O1CCCC1.CN(C)C1C=CN=CC=1.Cl.ClCCl.O>[C:1]([NH:4][C:5]1([C:39]2[CH:44]=[CH:43][CH:42]=[CH:41][CH:40]=2)[CH2:6][CH2:7][N:8]([CH:11]([CH2:24][C:25]2[CH:26]=[C:27]([C:35]([F:36])([F:37])[F:38])[CH:28]=[C:29]([C:31]([F:33])([F:32])[F:34])[CH:30]=2)[CH2:12][CH:13]([C:16]2[CH:21]=[CH:20][C:19]([Cl:22])=[C:18]([Cl:23])[CH:17]=2)[CH2:14][NH:15][C:45](=[O:47])[CH3:46])[CH2:9][CH2:10]1)(=[O:3])[CH3:2]. Reported procedure: To a stirred solution of 4-(4-acetamido-4-phenylpiperidino)-2-(3,4-dichlorophenyl)-N-[3,5-bis(trifluoromethyl)benzyl]butylamine (0.4 g) in tetrahydrofuran (4 mL) was added acetic anhydride (0.085 mL) and diisopropylethylamine (0.32 mL). After 2 hours at room temperature 4-dimethylaminopyridine (7 mg) was added and the mixture was stirred overnight. Additional acetic anhydride (0.06 mL) was added and the reaction mixture was brought to reflux for 3 hours. The mixture was allowed to cool and dilut...